Task: describe an organic reaction: reactants, conditions, products, and yield. Dataset: the Open Reaction Database (ORD), a public repository of structured organic reaction records Starting materials: ClC1=C(C=CC(=C1)OC)C(C(C(F)(F)F)(O)C1=CC=NC=C1)C (3-(2-Chloro-4-methoxy-phenyl)-1,1,1-trifluoro-2-pyridin-4-yl-butan-2-ol), Br (HBr). Product: ClC=1C=C(C=CC1C(C(C(F)(F)F)(C1=CC=NC=C1)O)C)O (3-Chloro-4-(3,3,3-trifluoro-2-hydroxy-1-methyl-2-pyridin-4-yl-propyl)-phenol). RXN SMILES: [Cl:1][C:2]1[CH:7]=[C:6]([O:8]C)[CH:5]=[CH:4][C:3]=1[CH:10]([CH3:23])[C:11]([C:17]1[CH:22]=[CH:21][N:20]=[CH:19][CH:18]=1)([OH:16])[C:12]([F:15])([F:14])[F:13].Br>>[Cl:1][C:2]1[CH:7]=[C:6]([OH:8])[CH:5]=[CH:4][C:3]=1[CH:10]([CH3:23])[C:11]([OH:16])([C:17]1[CH:18]=[CH:19][N:20]=[CH:21][CH:22]=1)[C:12]([F:15])([F:13])[F:14]. Procedure details: The title compound was prepared in analogy to Example 72 from 3-(2-chloro-4-methoxy-phenyl)-1,1,1-trifluoro-2-pyridin-4-yl-butan-2-ol (Example 104) by treatment with aqueous HBr. MS (m/e)=332.1 (MH+). Starting materials: O=C(O)c1ccc(Cl)c(Br)c1, CC(=O)Cl, CO. The product is COC(=O)c1ccc(Cl)c(Br)c1. RXN SMILES: [Br:1][c:2]1[cH:3][c:4]([C:5](=[O:6])[OH:7])[cH:8][cH:9][c:10]1[Cl:11].[CH3:12][C:13](=[O:14])[Cl:15].[CH3:16][OH:17]>>[Br:1][c:2]1[cH:3][c:4]([C:5]([O:6][CH3:12])=[O:7])[cH:8][cH:9][c:10]1[Cl:11]. The reactants are [Li]CCCC, Clc1ccnc(Cl)n1, OCc1ccc(F)cc1, C1CCOC1, O. RXN SMILES: [CH2:1]([Li:2])[CH2:3][CH2:4][CH3:5].[Cl:20][c:21]1[n:22][cH:23][cH:24][c:25]([Cl:27])[n:26]1.[F:11][c:12]1[cH:13][cH:14][c:15]([CH2:16][OH:17])[cH:18][cH:19]1.[O:6]1[CH2:7][CH2:8][CH2:9][CH2:10]1.[OH2:28]>>[F:11][c:12]1[cH:13][cH:14][c:15]([CH2:16][O:17][c:25]2[cH:24][cH:23][n:22][c:21]([Cl:20])[n:26]2)[cH:18][cH:19]1. Yields the product Fc1ccc(COc2ccnc(Cl)n2)cc1. The reactants are CC=1C=CC=2N(C1)C=C(N2)C2=CC=C(C=C2)C#N (6-methyl-2-(4'-cyanophenyl)imidazo[1,2-a]-pyridine), solution, OS(=O)(=O)O (H2SO4), CO (methanol). The solvent is C1=CC=CC=C1 (benzene). Run at time 2.5 hour. The product is CC=1C=CC=2N(C1)C=C(N2)C2=CC=C(C=C2)C=O (6-Methyl-2-(4'-formylphenyl)imidazo-[1,2-a]pyridine). As a reaction SMILES: [CH3:1][C:2]1[CH:3]=[CH:4][C:5]2[N:6]([CH:8]=[C:9]([C:11]3[CH:16]=[CH:15][C:14]([C:17]#N)=[CH:13][CH:12]=3)[N:10]=2)[CH:7]=1.CO.[OH:21]S(O)(=O)=O>C1C=CC=CC=1>[CH3:1][C:2]1[CH:3]=[CH:4][C:5]2[N:6]([CH:8]=[C:9]([C:11]3[CH:16]=[CH:15][C:14]([CH:17]=[O:21])=[CH:13][CH:12]=3)[N:10]=2)[CH:7]=1. Reported procedure: 1.0 g of 6-methyl-2-(4'-cyanophenyl)imidazo[1,2-a]-pyridine in 20 ml dry benzene was treated with Dibal (5.5 ml of 1M solution). After stirring for 2-3 hrs, methanol 15 ml was added, followed by 10 ml of 10% H2SO4. The precipitate was filtered, dissolved in water and basified with 15% NaOH. The collected precipitate was recrystallized from ethanol. Yield 0.68 g (68%); mp 210°-211° C.